This data is from the Open Reaction Database (ORD), a public repository of structured organic reaction records. The task is: describe an organic reaction: reactants, conditions, products, and yield Run at time 1 hour. Reported procedure: A solution (0.1 M) of methyl 5-bromo-4-(tert-butoxycarbonyl)-6-cyclohexyl-4H-thieno[3,2-b]pyrrole-2-carboxylate (prepared as described in WO2005/023819) in CH2Cl2 was treated with trifluoroacetic acid (1:1). The reaction mixture was stirred at RT for 1 h. All volatiles were evaporated giving a residue that was purified by flash chromatography (PE:EtOAc, 7:3) giving the title compound (79%) as solid. 1H-NMR (400 MHz, DMSO-d6, 300 K, δ) 7.60 (s, 1H), 3.80 (s, 3H), 2.66-2.55 (m, 1H), 1.85-1.20 (m, ... The product is BrC1=C(C2=C(N1)C=C(S2)C(=O)OC)C2CCCCC2 (methyl 5-bromo-6-cyclohexyl-4H-thieno[3,2-b]pyrrole-2-carboxylate). Run in C(Cl)Cl (CH2Cl2). Starting materials: BrC1=C(C2=C(N1C(=O)OC(C)(C)C)C=C(S2)C(=O)OC)C2CCCCC2 (methyl 5-bromo-4-(tert-butoxycarbonyl)-6-cyclohexyl-4H-thieno[3,2-b]pyrrole-2-carboxylate), FC(C(=O)O)(F)F (trifluoroacetic acid). As a reaction SMILES: [Br:1][C:2]1[N:6](C(OC(C)(C)C)=O)[C:5]2[CH:14]=[C:15]([C:17]([O:19][CH3:20])=[O:18])[S:16][C:4]=2[C:3]=1[CH:21]1[CH2:26][CH2:25][CH2:24][CH2:23][CH2:22]1.FC(F)(F)C(O)=O>C(Cl)Cl>[Br:1][C:2]1[NH:6][C:5]2[CH:14]=[C:15]([C:17]([O:19][CH3:20])=[O:18])[S:16][C:4]=2[C:3]=1[CH:21]1[CH2:26][CH2:25][CH2:24][CH2:23][CH2:22]1. The yield is 79.0%. Reactants: C1(CCCCC1)NC=O (N-cyclohexylformamide), P(O)(O)O (phosphorous acid), P(Cl)(Cl)Cl (phosphorus trichloride), CC(=O)C (acetone). Run in O (water). Yields the product C1(CCCCC1)NC(P(O)(=O)O)P(O)(=O)O (N-cyclohexyl-1-aminomethane-1,1-diphosphonic acid). Yield: 25.0%. RXN SMILES: [CH:1]1([NH:7][CH:8]=O)[CH2:6][CH2:5][CH2:4][CH2:3][CH2:2]1.[P:10]([OH:13])([OH:12])[OH:11].P(Cl)(Cl)Cl.CC(C)=O>O>[CH:1]1([NH:7][CH:8]([P:10]([OH:13])(=[O:11])[OH:12])[P:10]([OH:13])(=[O:12])[OH:11])[CH2:6][CH2:5][CH2:4][CH2:3][CH2:2]1. Procedure: 127.2 parts of N-cyclohexylformamide and 81 parts of phosphorous acid were reacted with 137.3 parts of phosphorus trichloride at 70°C, and maintained for 5 hours at this temperature. The reaction product was dissolved in water, treated with acetone and the precipitate separated. A 25% yield of N-cyclohexyl-1-aminomethane-1,1-diphosphonic acid, based on PCl3, was obtained. Reactants: ClCCl, Nc1nccn2c(-c3cccc(CN4C(=O)c5ccccc5C4=O)c3)nc(-c3cccc(OCc4ccccc4)c3)c12. Reaction SMILES: [Cl:43][CH2:44][Cl:45].[NH2:1][c:2]1[c:3]2[n:4]([cH:5][cH:6][n:7]1)[c:8](-[c:25]1[cH:26][c:27]([CH2:28][N:29]3[C:30](=[O:31])[c:32]4[c:33]([cH:34][cH:35][cH:36][cH:37]4)[C:38]3=[O:39])[cH:40][cH:41][cH:42]1)[n:9][c:10]2-[c:11]1[cH:12][c:13]([O:17][CH2:18][c:19]2[cH:20][cH:21][cH:22][cH:23][cH:24]2)[cH:14][cH:15][cH:16]1>>[NH2:1][c:2]1[c:3]2[n:4]([cH:5][cH:6][n:7]1)[c:8](-[c:25]1[cH:26][c:27]([CH2:28][NH2:29])[cH:40][cH:41][cH:42]1)[n:9][c:10]2-[c:11]1[cH:12][c:13]([O:17][CH2:18][c:19]2[cH:20][cH:21][cH:22][cH:23][cH:24]2)[cH:14][cH:15][cH:16]1. Product: NCc1cccc(-c2nc(-c3cccc(OCc4ccccc4)c3)c3c(N)nccn23)c1. Reactants: CC(=O)OC(C)=O, CC(=O)O, NC1CCC(c2cc(F)c(C(=O)O)cc2F)C1. Product: CC(=O)NC1CCC(c2cc(F)c(C(=O)O)cc2F)C1. As a reaction SMILES: [CH3:18][C:19](=[O:20])[O:21][C:22](=[O:23])[CH3:24].[CH3:25][C:26](=[O:27])[OH:28].[NH2:1][CH:2]1[CH2:3][CH:4]([c:7]2[cH:8][c:9]([F:17])[c:10]([C:11](=[O:12])[OH:13])[cH:14][c:15]2[F:16])[CH2:5][CH2:6]1>>[NH:1]([CH:2]1[CH2:3][CH:4]([c:7]2[cH:8][c:9]([F:17])[c:10]([C:11](=[O:12])[OH:13])[cH:14][c:15]2[F:16])[CH2:5][CH2:6]1)[C:19]([CH3:18])=[O:20]. Reactants: CN1CCC(CC1)N1N=CC(=C1)N (1-(1-methylpiperidin-4-yl)-1H-pyrazol-4-amine), CN1CCC(CC1)N1N=CC(=C1)N (1-(1-methylpiperidin-4-yl)-1H-pyrazol-4-amine), ClC1=NC=C(C(=N1)CCC1=C(C=CC=C1)C(C(=O)N)C)Cl (2-(2-(2-(2,5-dichloropyrimidin-4-yl)ethyl)phenyl)propanamide), O (water). Run in CO (MeOH). Reaction conditions: temperature 70 celsius, time 16 hour. Product: ClC=1C(=NC(=NC1)NC=1C=NN(C1)C1CCN(CC1)C)CCC1=C(C=CC=C1)C(C(=O)N)C (2-(2-(2-(5-Chloro-2-(1-(1-methylpiperidin-4-yl)-1H-pyrazol-4-ylamino)pyrimidin-4-yl)ethyl)phenyl)propanamide). The yield is 2.0%. RXN SMILES: [CH3:1][N:2]1[CH2:7][CH2:6][CH:5]([N:8]2[CH:12]=[C:11]([NH2:13])[CH:10]=[N:9]2)[CH2:4][CH2:3]1.Cl[C:15]1[N:20]=[C:19]([CH2:21][CH2:22][C:23]2[CH:28]=[CH:27][CH:26]=[CH:25][C:24]=2[CH:29]([CH3:33])[C:30]([NH2:32])=[O:31])[C:18]([Cl:34])=[CH:17][N:16]=1.O>CO>[Cl:34][C:18]1[C:19]([CH2:21][CH2:22][C:23]2[CH:28]=[CH:27][CH:26]=[CH:25][C:24]=2[CH:29]([CH3:33])[C:30]([NH2:32])=[O:31])=[N:20][C:15]([NH:13][C:11]2[CH:10]=[N:9][N:8]([CH:5]3[CH2:4][CH2:3][N:2]([CH3:1])[CH2:7][CH2:6]3)[CH:12]=2)=[N:16][CH:17]=1. Procedure details: A stirred solution of 1-(1-methylpiperidin-4-yl)-1H-pyrazol-4-amine (0.117 g, 0.648 mmol), 2-(2-(2-(2,5-dichloropyrimidin-4-yl)ethyl)phenyl)propanamide A30 (0.060 g, 0.185 mmol) in MeOH (10 mL) and water (1.0 mL) was stirred at 70° C. for 16 hours. Additional 1-(1-methylpiperidin-4-yl)-1H-pyrazol-4-amine (0.052 g, 0.29 mmol) was added and the reaction was stirred for 16 hours at 70° C. After cooling the solvent was removed to afford an oil which was purified by HPLC (Gradient: 30-100%, acetonitr... Reactants: CC1=C(C=O)C=CC=C1C(C1=CC=C(C=C1)F)=O (2-methyl-3-(p-fluorobenzoyl)-benzaldehyde), [I-].C(CC)[P+](C1=CC=CC=C1)(C1=CC=CC=C1)C1=CC=CC=C1 (n-propyl-triphenyl phosphonium iodide). Product: FC1=CC=C(C(=O)C2=C(C(=CC=C2)C=CCC)C)C=C1 (4-fluoro-3'-(butenyl)-2'-methyl-benzophenone). RXN SMILES: [CH3:1][C:2]1[C:9]([C:10](=[O:18])[C:11]2[CH:16]=[CH:15][C:14]([F:17])=[CH:13][CH:12]=2)=[CH:8][CH:7]=[CH:6][C:3]=1[CH:4]=O.[I-].[CH2:20]([P+](C1C=CC=CC=1)(C1C=CC=CC=1)C1C=CC=CC=1)[CH2:21][CH3:22]>>[F:17][C:14]1[CH:15]=[CH:16][C:11]([C:10]([C:9]2[CH:8]=[CH:7][CH:6]=[C:3]([CH:4]=[CH:20][CH2:21][CH3:22])[C:2]=2[CH3:1])=[O:18])=[CH:12][CH:13]=1 |f:1.2|. Procedure: Using the procedure of Examples 1 and 2, 2-methyl-3-(p-fluorobenzoyl)-benzaldehyde and n-propyl-triphenyl phosphonium iodide were reacted to obtain 4-fluoro-3'-(butenyl)-2'-methyl-benzophenone which was hydrogenated to form 4-fluoro-3'-(n-butyl)-2'-methyl-benzophenone in the form of an oil. Reactants: CC(C)=O, CC(=O)C1CCC2C3CCC4CC(O)C(OCCCCOC(=O)CCl)CC4(C)C3C(=O)CC12C, [I-], [Na+]. Yields the product CC(=O)C1CCC2C3CCC4CC(O)C(OCCCCOC(=O)CI)CC4(C)C3C(=O)CC12C. Reaction SMILES: [CH3:37][C:38](=[O:39])[CH3:40].[Cl:1][CH2:2][C:3](=[O:4])[O:5][CH2:6][CH2:7][CH2:8][CH2:9][O:10][CH:11]1[CH:12]([OH:34])[CH2:13][CH:14]2[CH2:15][CH2:16][CH:17]3[CH:18]4[CH2:19][CH2:20][CH:21]([C:22]([CH3:23])=[O:24])[C:25]4([CH3:33])[CH2:26][C:27](=[O:32])[CH:28]3[C:29]2([CH3:31])[CH2:30]1.[I-:36].[Na+:35]>>[CH2:2]([C:3](=[O:4])[O:5][CH2:6][CH2:7][CH2:8][CH2:9][O:10][CH:11]1[CH:12]([OH:34])[CH2:13][CH:14]2[CH2:15][CH2:16][CH:17]3[CH:18]4[CH2:19][CH2:20][CH:21]([C:22]([CH3:23])=[O:24])[C:25]4([CH3:33])[CH2:26][C:27](=[O:32])[CH:28]3[C:29]2([CH3:31])[CH2:30]1)[I:36].